From a dataset of the Open Reaction Database (ORD), a public repository of structured organic reaction records. describe an organic reaction: reactants, conditions, products, and yield Starting materials: ClCCCl, CN(C)C=O, CCN(C(C)C)C(C)C, Cl, Cl, Cc1ccc(-c2cc(C(=O)O)cc(N3CCOCC3)c2)c(F)c1, On1nnc2ccccc21, CC(N)c1nc[nH]n1. Product: Cc1ccc(-c2cc(C(=O)NC(C)c3nc[nH]n3)cc(N3CCOCC3)c2)c(F)c1. RXN SMILES: [CH2:34]([Cl:35])[CH2:36][Cl:37].[CH3:57][N:58]([CH3:59])[CH:60]=[O:61].[CH:48]([N:49]([CH:50]([CH3:51])[CH3:52])[CH2:53][CH3:54])([CH3:55])[CH3:56].[ClH:24].[ClH:25].[F:1][c:2]1[c:3](-[c:9]2[cH:10][c:11]([C:21](=[O:22])[OH:23])[cH:12][c:13]([N:15]3[CH2:16][CH2:17][O:18][CH2:19][CH2:20]3)[cH:14]2)[cH:4][cH:5][c:6]([CH3:8])[cH:7]1.[OH:38][n:39]1[c:40]2[c:41]([cH:42][cH:43][cH:44][cH:45]2)[n:46][n:47]1.[nH:26]1[n:27][c:28]([CH:31]([CH3:32])[NH2:33])[n:29][cH:30]1>>[F:1][c:2]1[c:3](-[c:9]2[cH:10][c:11]([C:21](=[O:22])[NH:33][CH:31]([c:28]3[n:27][nH:26][cH:30][n:29]3)[CH3:32])[cH:12][c:13]([N:15]3[CH2:16][CH2:17][O:18][CH2:19][CH2:20]3)[cH:14]2)[cH:4][cH:5][c:6]([CH3:8])[cH:7]1. The reactants are [Si](C1=CC=CC=C1)(C1=CC=CC=C1)(C(C)(C)C)OCC1=CC=C(C(=C1N1C[C@H](O[C@H](C1)C)C)Cl)F ((2R,6S)-4-[6-({[tert-butyl(diphenyl)silyl]oxy}methyl)-2-chloro-3-fluorophenyl]-2,6-dimethylmorpholine), [Li]CCCC (n-BuLi), [Si](C1=CC=CC=C1)(C1=CC=CC=C1)(C(C)(C)C)OCC1=CC=C(C(=C1N1C[C@H](O[C@H](C1)C)C)Cl)F ((2R,6S)-4-[6-({[tert-butyl(diphenyl)silyl]oxy}methyl)-2-chloro-3-fluorophenyl]-2,6-dimethylmorpholine), CN1C(=NC=C1)C=O (1-methyl-imidazole-2-carbaldehyde). Procedure details: Starting material: (2R,6S)-4-[6-({[tert-butyl(diphenyl)silyl]oxy}methyl)-2-chloro-3-fluorophenyl]-2,6-dimethylmorpholine (Intermediate 42), 1-methyl-imidazole-2-carbaldehyde and n-BuLi As a reaction SMILES: [Si:1]([O:18][CH2:19][C:20]1[C:25]([N:26]2[CH2:31][C@H:30]([CH3:32])[O:29][C@H:28]([CH3:33])[CH2:27]2)=[C:24]([Cl:34])[C:23]([F:35])=[CH:22][CH:21]=1)([C:14]([CH3:17])([CH3:16])[CH3:15])([C:8]1[CH:13]=[CH:12][CH:11]=[CH:10][CH:9]=1)[C:2]1[CH:7]=[CH:6][CH:5]=[CH:4][CH:3]=1.[CH3:36][N:37]1[CH:41]=[CH:40][N:39]=[C:38]1[CH:42]=[O:43].[Li]CCCC>>[Si:1]([O:18][CH2:19][C:20]1[C:25]([N:26]2[CH2:31][C@H:30]([CH3:32])[O:29][C@H:28]([CH3:33])[CH2:27]2)=[C:24]([Cl:34])[C:23]([F:35])=[C:22]([CH:42]([C:38]2[N:37]([CH3:36])[CH:41]=[CH:40][N:39]=2)[OH:43])[CH:21]=1)([C:14]([CH3:16])([CH3:17])[CH3:15])([C:2]1[CH:7]=[CH:6][CH:5]=[CH:4][CH:3]=1)[C:8]1[CH:13]=[CH:12][CH:11]=[CH:10][CH:9]=1. Product: [Si](C1=CC=CC=C1)(C1=CC=CC=C1)(C(C)(C)C)OCC=1C(=C(C(=C(C1)C(O)C=1N(C=CN1)C)F)Cl)N1C[C@H](O[C@H](C1)C)C ({5-({[tert-butyl(diphenyl)silyl]oxy}methyl)-3-chloro-4-[(2R,6S)-2,6-dimethylmorpholin-4-yl]-2-fluorophenyl}(1-methyl-1H-imidazol-2-yl)methanol). Starting materials: CCOC(C)=O, CCC1C(=O)N(C)c2cnc(-n3cnc(CC#N)c3)nc2N1C1CCCC1, [H][H]. Product: CCC1C(=O)N(C)c2cnc(-n3cnc(CCN)c3)nc2N1C1CCCC1. RXN SMILES: [CH3:30][CH2:31][O:32][C:33]([CH3:34])=[O:35].[CH:1]1([N:6]2[CH:7]([CH2:26][CH3:27])[C:8](=[O:25])[N:9]([CH3:24])[c:10]3[cH:11][n:12][c:13](-[n:16]4[cH:17][n:18][c:19]([CH2:21][C:22]#[N:23])[cH:20]4)[n:14][c:15]32)[CH2:2][CH2:3][CH2:4][CH2:5]1.[H:28][H:29]>>[CH:1]1([N:6]2[CH:7]([CH2:26][CH3:27])[C:8](=[O:25])[N:9]([CH3:24])[c:10]3[cH:11][n:12][c:13](-[n:16]4[cH:17][n:18][c:19]([CH2:21][CH2:22][NH2:23])[cH:20]4)[n:14][c:15]32)[CH2:2][CH2:3][CH2:4][CH2:5]1. The reactants are CCC(C)[BH-](C(C)CC)C(C)CC, O=C(CCl)NC1COc2ccccc2C1=O, Cl, [Li+], C1CCOC1, O. Yields the product O=C(CCl)NC1COc2ccccc2C1O. Reaction SMILES: [CH:1]([BH-:2]([CH:3]([CH2:4][CH3:5])[CH3:6])[CH:7]([CH2:8][CH3:9])[CH3:10])([CH2:11][CH3:12])[CH3:13].[Cl:15][CH2:16][C:17](=[O:18])[NH:19][CH:20]1[CH2:21][O:22][c:23]2[cH:24][cH:25][cH:26][cH:27][c:28]2[C:29]1=[O:30].[ClH:32].[Li+:14].[O:33]1[CH2:34][CH2:35][CH2:36][CH2:37]1.[OH2:31]>>[Cl:15][CH2:16][C:17](=[O:18])[NH:19][CH:20]1[CH2:21][O:22][c:23]2[cH:24][cH:25][cH:26][cH:27][c:28]2[CH:29]1[OH:30]. The reactants are [N+](=O)(O)[O-] (nitric acid), C(C)(=O)OCC1=C(C=CC=C1C)C (2,6-dimethylbenzyl acetate), C([O-])(O)=O.[Na+] (sodium bicarbonate). The solvent is C(C)(=O)OC(C)=O (acetic anhydride). Conditions: time 2.5 hour. Product: CC1=C(CO)C(=CC=C1[N+](=O)[O-])C (2,6-dimethyl-3-nitrobenzyl alcohol). As a reaction SMILES: [N+:1]([O-:4])(O)=[O:2].C([O:8][CH2:9][C:10]1[C:15]([CH3:16])=[CH:14][CH:13]=[CH:12][C:11]=1[CH3:17])(=O)C.C(=O)(O)[O-].[Na+]>C(OC(=O)C)(=O)C>[CH3:17][C:11]1[C:12]([N+:1]([O-:4])=[O:2])=[CH:13][CH:14]=[C:15]([CH3:16])[C:10]=1[CH2:9][OH:8] |f:2.3|. Procedure details: Fuming nitric acid (0.52 ml) was added dropwise to a solution of 2,6-dimethylbenzyl acetate (1.78 g) in acetic anhydride (8.9 ml) at 0° C. and then stirred for 2.5 hours. After being stirred for an additional 30 minutes at room temperature, the mixture was poured onto crushed ice, neutralized with sodium bicarbonate, and extracted with ethyl acetate. The extract was washed with water and evaporated in vacuo. To the residue were added methanol (24 ml) and 1N sodium hydroxide solution (12 ml) and ... Reactants: CCCSc1c(C(=O)O)cnn1-c1ccc(C(=O)OC)cc1, CCN(C(C)C)C(C)C, O=C(Cl)C(=O)Cl, ClCCl, Cl, FC(F)(F)c1ccccc1C1CCNC1, CN(C)C=O, O. The product is CCCSc1c(C(=O)N2CCC(c3ccccc3C(F)(F)F)C2)cnn1-c1ccc(C(=O)OC)cc1. Reaction SMILES: [CH3:1][O:2][C:3](=[O:4])[c:5]1[cH:6][cH:7][c:8](-[n:11]2[n:12][cH:13][c:14]([C:20](=[O:21])[OH:22])[c:15]2[S:16][CH2:17][CH2:18][CH3:19])[cH:9][cH:10]1.[CH:45]([N:46]([CH2:47][CH3:48])[CH:49]([CH3:50])[CH3:51])([CH3:52])[CH3:53].[Cl:23][C:24]([C:25]([Cl:26])=[O:27])=[O:28].[Cl:54][CH2:55][Cl:56].[ClH:44].[F:29][C:30]([c:31]1[c:32]([CH:37]2[CH2:38][NH:39][CH2:40][CH2:41]2)[cH:33][cH:34][cH:35][cH:36]1)([F:42])[F:43].[O:58]=[CH:59][N:60]([CH3:61])[CH3:62].[OH2:57]>>[CH3:1][O:2][C:3](=[O:4])[c:5]1[cH:6][cH:7][c:8](-[n:11]2[n:12][cH:13][c:14]([C:20](=[O:22])[N:39]3[CH2:38][CH:37]([c:32]4[c:31]([C:30]([F:29])([F:42])[F:43])[cH:36][cH:35][cH:34][cH:33]4)[CH2:41][CH2:40]3)[c:15]2[S:16][CH2:17][CH2:18][CH3:19])[cH:9][cH:10]1. Solvent: CS(=O)C (DMSO). Procedure: 146 g (1 mol) 2,2,4-trimethyl-1,3-dihydroxypentane, 346.5 g (2.2 mols) 4-nitrochlorobenzene and 140 g powdered sodium hydroxide were reacted using the same procedure described in Example 1 in 600 ml DMSO. The product is [N+](=O)([O-])C1=CC=C(OCC(C(C(C)C)OC2=CC=C(C=C2)[N+](=O)[O-])(C)C)C=C1 (1,3-bis-(4-nitrophenoxy)-2,2,4-trimethylpentane). RXN SMILES: [CH3:1][C:2]([CH3:10])([CH:5]([OH:9])[CH:6]([CH3:8])[CH3:7])[CH2:3][OH:4].[N+:11]([C:14]1[CH:19]=[CH:18][C:17](Cl)=[CH:16][CH:15]=1)([O-:13])=[O:12].[OH-:21].[Na+]>CS(C)=O>[N+:11]([C:14]1[CH:19]=[CH:18][C:17]([O:4][CH2:3][C:2]([CH3:10])([CH3:1])[CH:5]([O:9][C:17]2[CH:18]=[CH:19][C:14]([N+:11]([O-:12])=[O:21])=[CH:15][CH:16]=2)[CH:6]([CH3:8])[CH3:7])=[CH:16][CH:15]=1)([O-:13])=[O:12] |f:2.3|. The reactants are CC(CO)(C(C(C)C)O)C (2,2,4-trimethyl-1,3-dihydroxypentane), [N+](=O)([O-])C1=CC=C(C=C1)Cl (4-nitrochlorobenzene), [OH-].[Na+] (sodium hydroxide). Starting materials: C(C1CO1)OCC (ethyl glycidyl ether), C (charcoal), [H][H] (hydrogen), [P] (phosphorus), C(C)OCC(CN(CC(=O)O)CP(=O)(O)O)O (N-(3-ethoxy-2-hydroxy-1-propyl)-N-phosphonomethylglycine), solution, C(C1CO1)OCC (ethyl glycidyl ether), [Na][Na] (disodium). Reagents/catalysts: CCCCCCCC[N+](C)(CCCCCCCC)CCCCCCCC.[Cl-] (Aliquat 336). Run in O (water). Reaction conditions: time 5 day. Yields the product [Na][Na] (disodium), P(=O)(O)(O)CNCC(=O)O (N-phosphonomethylglycine). As a reaction SMILES: C(OCC)C1OC1.C.[Na:9][Na:10].C(OCC(O)C[N:17]([CH2:22][P:23]([OH:26])([OH:25])=[O:24])[CH2:18][C:19]([OH:21])=[O:20])C.[H][H].[P]>CCCCCCCC[N+](CCCCCCCC)(CCCCCCCC)C.[Cl-].O>[Na:9][Na:10].[P:23]([CH2:22][NH:17][CH2:18][C:19]([OH:21])=[O:20])([OH:26])([OH:25])=[O:24] |f:6.7|. Reported procedure: A solution of the disodium salt of N-phosphonomethylglycine is prepared as in Example 1. To 27.5 grams (0.0437 mole) of the solution is added 5.1 grams (0.05 mole) of ethyl glycidyl ether. The solution is diluted with 30 ml. water and 1 drop of Aliquat 336 phase-transfer catalyst solution is added. It is then rotated on a polymer wheel for 5 days, treated with 1.0 gram of ethyl glycidyl ether, rotated for 10 days, then warmed with charcoal and filtered to remove resinous material. The solution i... Reactants: C(C)(=S)[O-].[K+] (potassium thioacetate), CC1=CC=C(C=C1)S(=O)(=O)OCC1OC2(OC1)CC(CC2)CC(=O)OCC (ethyl 2-[[[(4-methylphenyl)sulfonyl]oxy]methyl]-1,4-dioxaspiro[4.4]nonane-7-acetate). The solvent is CC(=O)C (acetone). The product is C(C)(=O)SCC1OC2(OC1)CC(CC2)CC(=O)OCC (ethyl 2-[(acetylthio)methyl]-1,4-dioxaspiro[4.4]nonane-7-acetate). RXN SMILES: [C:1]([O-:4])(=[S:3])[CH3:2].[K+].CC1C=CC(S(O[CH2:17][CH:18]2[CH2:22][O:21][C:20]3([CH2:26][CH2:25][CH:24]([CH2:27][C:28]([O:30][CH2:31][CH3:32])=[O:29])[CH2:23]3)[O:19]2)(=O)=O)=CC=1>CC(C)=O>[C:1]([S:3][CH2:17][CH:18]1[CH2:22][O:21][C:20]2([CH2:26][CH2:25][CH:24]([CH2:27][C:28]([O:30][CH2:31][CH3:32])=[O:29])[CH2:23]2)[O:19]1)(=[O:4])[CH3:2] |f:0.1|. Procedure: A stirred slurry of potassium thioacetate (1.14 g, 10 mmol) in a solution of the tosylate of Example L (4.14 g, 10 mmol) in acetone (30 ml) is refluxed under nitrogen for 5 hrs. The reaction mixture is filtered and the filtrate is concentrated on a rotary evaporator. The residue is dissolved in ethyl acetate, washed with water and dried over sodium sulfate. The drying agent is filtered, the solvent is removed using the rotary evaporator and the residue is chromatrographed on silica gel using mix... Reactants: C(C)OCC (diethyl ether), COC1=C(C=CC=C1)[Mg]Br (2-methoxyphenylmagnesium bromide), C(C)(=O)OC1C(C2CN(CC2C(C1)(C1=CC=CC=C1)C1=CC=CC=C1)CC1=CC=CC=C1)=O ((3aRS,5RS,7aRS)-5-acetoxy-2-benzyl-7,7-diphenylperhydro-4-isoindolone), [Cl-].[NH4+] (ammonium chloride), ice. The solvent is O1CCCC1 (tetrahydrofuran), O1CCCC1 (tetrahydrofuran). Yields the product C(C1=CC=CC=C1)N1CC2C(CC(C(C2C1)(O)C1=C(C=CC=C1)OC)O)(C1=CC=CC=C1)C1=CC=CC=C1 ((3aRS,4RS,5RS,7aRS)-2-benzyl-7,7-diphenyl-4-(2-methoxyphenyl)perhydro-4,5-isoindolediol). Isolated yield 64.8%. RXN SMILES: [CH3:1][O:2][C:3]1[CH:8]=[CH:7][CH:6]=[CH:5][C:4]=1[Mg]Br.C([O:14][CH:15]1[CH2:23][C:22]([C:30]2[CH:35]=[CH:34][CH:33]=[CH:32][CH:31]=2)([C:24]2[CH:29]=[CH:28][CH:27]=[CH:26][CH:25]=2)[CH:21]2[CH:17]([CH2:18][N:19]([CH2:36][C:37]3[CH:42]=[CH:41][CH:40]=[CH:39][CH:38]=3)[CH2:20]2)[C:16]1=[O:43])(=O)C.[Cl-].[NH4+].C(OCC)C>O1CCCC1>[CH2:36]([N:19]1[CH2:18][CH:17]2[CH:21]([C:22]([C:30]3[CH:35]=[CH:34][CH:33]=[CH:32][CH:31]=3)([C:24]3[CH:25]=[CH:26][CH:27]=[CH:28][CH:29]=3)[CH2:23][CH:15]([OH:14])[C:16]2([C:4]2[CH:5]=[CH:6][CH:7]=[CH:8][C:3]=2[O:2][CH3:1])[OH:43])[CH2:20]1)[C:37]1[CH:38]=[CH:39][CH:40]=[CH:41][CH:42]=1 |f:2.3|. Procedure: To a suspension of 84.4 g of 2-methoxyphenylmagnesium bromide in 1000 cm3 of tetrahydrofuran is added dropwise, at room temperature and with stirring, a solution of 22 g of (3aRS,5RS,7aRS)-5-acetoxy-2-benzyl-7,7-diphenylperhydro-4-isoindolone in 220 cm3 of tetrahydrofuran. The reaction mixture is stirred at room temperature for 18 hours, treated with 200 cm3 of saturated aqueous ammonium chloride solution, and taken up with 200 cm3 of diethyl ether and 200 g of ice. The organic phase is separate...